Task: describe an organic reaction: reactants, conditions, products, and yield. Dataset: the Open Reaction Database (ORD), a public repository of structured organic reaction records Product: C[C@H](CCCC(C)C)[C@H]1CC[C@@H]2[C@@]1(CC[C@H]3[C@H]2C[C@@H]4[C@]5([C@@]3(CC[C@@H](C5)O)C)O4)C.C1=NC(=C(N1)C(=O)O)C(=O)O (Cholesterol 5β,6β-Epoxide α,β-Imidazole Dicarboxylic Acid). Starting materials: C[C@H](CCCC(C)C)[C@H]1CC[C@@H]2[C@@]1(CC[C@H]3[C@H]2C[C@@H]4[C@]5([C@@]3(CC[C@@H](C5)O)C)O4)C (cholesterol 5β,6β-epoxide), C1=NC(=C(N1)C(=O)O)C(=O)O (α,β-imidazole dicarboxylic acid). As a reaction SMILES: [CH3:1][C@@H:2]([C@@H:9]1[C@@:13]2([CH3:29])[CH2:14][CH2:15][C@@H:16]3[C@@:21]4([CH3:27])[CH2:22][CH2:23][C@H:24]([OH:26])[CH2:25][C@@:20]54[O:28][C@@H:19]5[CH2:18][C@H:17]3[C@@H:12]2[CH2:11][CH2:10]1)[CH2:3][CH2:4][CH2:5][CH:6]([CH3:8])[CH3:7].[CH:30]1[NH:34][C:33]([C:35]([OH:37])=[O:36])=[C:32]([C:38]([OH:40])=[O:39])[N:31]=1>>[CH3:1][C@@H:2]([C@@H:9]1[C@@:13]2([CH3:29])[CH2:14][CH2:15][C@@H:16]3[C@@:21]4([CH3:27])[CH2:22][CH2:23][C@H:24]([OH:26])[CH2:25][C@@:20]54[O:28][C@@H:19]5[CH2:18][C@H:17]3[C@@H:12]2[CH2:11][CH2:10]1)[CH2:3][CH2:4][CH2:5][CH:6]([CH3:7])[CH3:8].[CH:30]1[NH:31][C:32]([C:38]([OH:40])=[O:39])=[C:33]([C:35]([OH:37])=[O:36])[N:34]=1 |f:2.3|. Procedure details: Following the procedure of Example 33 cholesterol 5β,6β-epoxide and α,β-imidazole dicarboxylic acid in 1:2 molar ratio produce the desired product. ##STR11## As a reaction SMILES: [CH3:30][C:31]#[N:32].[Cl:1][c:2]1[cH:3][c:4]2[c:9]([c:10]([Cl:12])[cH:11]1)[CH2:8][N:7]([CH3:13])[CH2:6][CH:5]2[c:14]1[cH:15][cH:16][c:17]([NH2:20])[cH:18][cH:19]1.[N:21](=[C:22]=[O:23])[CH2:24][C:25](=[O:26])[O:27][CH2:28][CH3:29]>>[Cl:1][c:2]1[cH:3][c:4]2[c:9]([c:10]([Cl:12])[cH:11]1)[CH2:8][N:7]([CH3:13])[CH2:6][CH:5]2[c:14]1[cH:15][cH:16][c:17]([N:20]2[C:22](=[O:23])[NH:21][CH2:24][C:25]2=[O:26])[cH:18][cH:19]1. The reactants are CC#N, CN1Cc2c(Cl)cc(Cl)cc2C(c2ccc(N)cc2)C1, CCOC(=O)CN=C=O. The product is CN1Cc2c(Cl)cc(Cl)cc2C(c2ccc(N3C(=O)CNC3=O)cc2)C1.